This data is from the Open Reaction Database (ORD), a public repository of structured organic reaction records. The task is: describe an organic reaction: reactants, conditions, products, and yield Reactants: N#CCn1ccc(Br)n1, C1COCCO1, CC1Cc2ccc(B3OC(C)(C)C(C)(C)O3)cc2CN1c1cc(N2CCN(C)CC2)nc(N)n1, CN(C)c1ccc([PH](C(C)(C)C)(C(C)(C)C)[Pd](Cl)(Cl)[PH](c2ccc(N(C)C)cc2)(C(C)(C)C)C(C)(C)C)cc1, N#N, [Na+], [Na+], O=C([O-])[O-], O. The product is CC1Cc2ccc(-c3ccn(CC#N)n3)cc2CN1c1cc(N2CCN(C)CC2)nc(N)n1. As a reaction SMILES: [Br:1][c:2]1[n:3][n:4]([CH2:7][C:8]#[N:9])[cH:5][cH:6]1.[CH2:52]1[O:53][CH2:54][CH2:55][O:56][CH2:57]1.[CH3:10][N:11]1[CH2:12][CH2:13][N:14]([c:17]2[n:18][c:19]([NH2:43])[n:20][c:21]([N:23]3[CH2:24][c:25]4[cH:26][c:27]([B:34]5[O:35][C:36]([CH3:37])([CH3:38])[C:39]([CH3:40])([CH3:41])[O:42]5)[cH:28][cH:29][c:30]4[CH2:31][CH:32]3[CH3:33])[cH:22]2)[CH2:15][CH2:16]1.[Cl:59][Pd:60]([Cl:61])([PH:62]([C:63]([CH3:64])([CH3:65])[CH3:66])([C:67]([CH3:68])([CH3:69])[CH3:70])[c:71]1[cH:72][cH:73][c:74]([N:75]([CH3:76])[CH3:77])[cH:78][cH:79]1)[PH:80]([c:81]1[cH:82][cH:83][c:84]([N:85]([CH3:86])[CH3:87])[cH:88][cH:89]1)([C:90]([CH3:91])([CH3:92])[CH3:93])[C:94]([CH3:95])([CH3:96])[CH3:97].[N:50]#[N:51].[Na+:44].[Na+:45].[O-:46][C:47](=[O:48])[O-:49].[OH2:58]>>[c:2]1(-[c:27]2[cH:26][c:25]3[c:30]([cH:29][cH:28]2)[CH2:31][CH:32]([CH3:33])[N:23]([c:21]2[n:20][c:19]([NH2:43])[n:18][c:17]([N:14]4[CH2:13][CH2:12][N:11]([CH3:10])[CH2:16][CH2:15]4)[cH:22]2)[CH2:24]3)[n:3][n:4]([CH2:7][C:8]#[N:9])[cH:5][cH:6]1.